This data is from the Open Reaction Database (ORD), a public repository of structured organic reaction records. The task is: describe an organic reaction: reactants, conditions, products, and yield Procedure details: A cold solution of H2SO4 (2.9 mL) in MeOH (28.96 mL) was added to 1-methyl-4-nitropyrrole-2-carboxylic acid (2.897 g, 2.35 mmol). The mixture was refluxed for 24 hr. Water was added and the mixture extracted CHCl3. The organic layer was dried (MgSO4), and the solvent evaporated under vacuum to afford the creamy white product. NMR as previously reported. The product is CN1C(=CC(=C1)[N+](=O)[O-])C(=O)OC (Methyl 1-methyl-4-nitropyrrole-2-carboxylate). RXN SMILES: OS(O)(=O)=O.[CH3:6][N:7]1[CH:11]=[C:10]([N+:12]([O-:14])=[O:13])[CH:9]=[C:8]1[C:15]([OH:17])=[O:16].O.[CH3:19]O>>[CH3:6][N:7]1[CH:11]=[C:10]([N+:12]([O-:14])=[O:13])[CH:9]=[C:8]1[C:15]([O:17][CH3:19])=[O:16]. Starting materials: OS(=O)(=O)O (H2SO4), CN1C(=CC(=C1)[N+](=O)[O-])C(=O)O (1-methyl-4-nitropyrrole-2-carboxylic acid), CO (MeOH), O (Water). Reactants: BrC=1C(=C(SC1)C(=O)OC)OC(C(=O)OC(C)(C)C)C (methyl 4-bromo-3-(2-tert-butoxy-1-methyl-2-oxoethoxy)thiophene-2-carboxylate), FC(C(=O)O)(F)F (trifluoroacetic acid). Yields the product BrC=1C(=C(SC1)C(=O)OC)OC(C(=O)O)C (2-{[4-bromo-2-(methoxycarbonyl)thiophen-3-yl]oxy}propanoic acid). Isolated yield 94.9%. Reaction SMILES: [Br:1][C:2]1[C:3]([O:11][CH:12]([CH3:20])[C:13]([O:15]C(C)(C)C)=[O:14])=[C:4]([C:7]([O:9][CH3:10])=[O:8])[S:5][CH:6]=1.FC(F)(F)C(O)=O>>[Br:1][C:2]1[C:3]([O:11][CH:12]([CH3:20])[C:13]([OH:15])=[O:14])=[C:4]([C:7]([O:9][CH3:10])=[O:8])[S:5][CH:6]=1. Procedure details: A solution of methyl 4-bromo-3-(2-tert-butoxy-1-methyl-2-oxoethoxy)thiophene-2-carboxylate (890 mg) and trifluoroacetic acid (5 ml) was stirred at room temperature for 20 min. The reaction mixture was concentrated under reduced pressure, and the obtained residue was diluted with ethyl acetate, washed with water and saturated brine, and dried over magnesium sulfate, and the solvent was evaporated under reduced pressure. The residue was recrystallized from a mixed solvent of Et2O and hexane to giv... The product is N1(CCCCC1)C(=O)N1CCC(CC1)ON=C1CCN(CC1)C1=C(C=C(C=C1)S(=O)(=O)C)F (1-(2-FLUORO-4-METHANESULFONYL-PHENYL)-PIPERIDIN-4-ONE O-[1-(PIPERIDINE-1-CARBONYL)-PIPERIDIN-4-YL]-OXIME). Reactants: N1CCC(CC1)ON=C1CCN(CC1)C1=C(C=C(C=C1)S(=O)(=O)C)F (1-(2-Fluoro-4-methanesulfonyl-phenyl)-piperidin-4-one O-piperidin-4-yl-oxime), N1=CC=CC=C1 (pyridine), ClC(Cl)(OC(OC(Cl)(Cl)Cl)=O)Cl (triphosgene), solution, N1CCCCC1 (piperidine). Reaction SMILES: [NH:1]1[CH2:6][CH2:5][CH:4]([O:7][N:8]=[C:9]2[CH2:14][CH2:13][N:12]([C:15]3[CH:20]=[CH:19][C:18]([S:21]([CH3:24])(=[O:23])=[O:22])=[CH:17][C:16]=3[F:25])[CH2:11][CH2:10]2)[CH2:3][CH2:2]1.[N:26]1[CH:31]=[CH:30][CH:29]=[CH:28][CH:27]=1.Cl[C:33](Cl)([O:35]C(=O)OC(Cl)(Cl)Cl)Cl.N1CCCCC1>C(Cl)Cl.CO>[N:26]1([C:33]([N:1]2[CH2:6][CH2:5][CH:4]([O:7][N:8]=[C:9]3[CH2:14][CH2:13][N:12]([C:15]4[CH:20]=[CH:19][C:18]([S:21]([CH3:24])(=[O:22])=[O:23])=[CH:17][C:16]=4[F:25])[CH2:11][CH2:10]3)[CH2:3][CH2:2]2)=[O:35])[CH2:31][CH2:30][CH2:29][CH2:28][CH2:27]1. Procedure: A solution of 63a (135 mg, 0.35 mmol) and pyridine (85 μL, 1.05 mmol) in DCM (5 mL) was added to a solution of triphosgene (37 mg, 0.123 mmol) in DCM (6 mL) and stirred at r.t. for 1 h. 0.5 mL of this solution was transferred to a vial, piperidine (0.01 mL) was added and the mixture stirred at r.t. for 2 h, diluted with methanol and purified by HPLC yielding 73-1. LC-MS 481.4 (MH+). The solvent is CO (methanol), C(Cl)Cl (DCM), C(Cl)Cl (DCM). Reaction conditions: time 1 hour. Starting materials: C(C=C)OC([C@@H](CSSC[C@H](C(=O)OCC=C)N)NC(=O)OCC=C)=O (N-allyloxycarbonyl-D-cystine bis-allyl ester), Cl (hydrochloric acid). The reagents and catalysts are [Zn] (zinc). The solvent is CO (methanol). Run at time 2 minute. Yields the product C(C=C)OC([C@H](NC(=O)OCC=C)CS)=O (N-allyloxycarbonyl-D-cysteine allyl ester). RXN SMILES: [CH2:1]([O:4][C:5](=[O:26])[C@H:6]([NH:19][C:20]([O:22][CH2:23][CH:24]=[CH2:25])=[O:21])[CH2:7][S:8]SC[C@@H](N)C(OCC=C)=O)[CH:2]=[CH2:3].Cl>CO.[Zn]>[CH2:1]([O:4][C:5](=[O:26])[C@@H:6]([CH2:7][SH:8])[NH:19][C:20]([O:22][CH2:23][CH:24]=[CH2:25])=[O:21])[CH:2]=[CH2:3]. Reported procedure: A suspension of zinc dust (5.18 g) in a solution of bis(N-allyloxycarbonyl-D-cystine bis-allyl ester (5.18 g) in methanol (50 ml) at 0° C. is stirred vigorously while adding concentrated hydrochloric acid (3.5 ml) in one portion. After two minutes, the mixture is worked up as in the above Preparation B to afford the title product. Reported procedure: To a solution of 2-[4-(2-ethyl-1H-benzimidazol-1-yl)phenyl]ethyl azide (990 mg, 3.4 mmol) in methanol (20 mL) was added 10% Pd—C (100 mg). The resulting mixture was stirred for 4 h under hydrogen atmosphere. The mixture was filtered through a pad of Celite and the filtrate was concentrated. The residue was purified by flash column chromatography on silica gel eluting with dichloromethane/methanol/triethylamine (100:5:1) to afford 855 mg (94%) of the title compound as white solids: 1H-NMR (CDCl3)... The reagents and catalysts are [Pd] (Pd—C). The reactants are C(C)C1=NC2=C(N1C1=CC=C(C=C1)CCN=[N+]=[N-])C=CC=C2 (2-[4-(2-ethyl-1H-benzimidazol-1-yl)phenyl]ethyl azide). The yield is 94.8%. RXN SMILES: [CH2:1]([C:3]1[N:7]([C:8]2[CH:13]=[CH:12][C:11]([CH2:14][CH2:15][N:16]=[N+]=[N-])=[CH:10][CH:9]=2)[C:6]2[CH:19]=[CH:20][CH:21]=[CH:22][C:5]=2[N:4]=1)[CH3:2]>CO.[Pd]>[CH2:1]([C:3]1[N:7]([C:8]2[CH:9]=[CH:10][C:11]([CH2:14][CH2:15][NH2:16])=[CH:12][CH:13]=2)[C:6]2[CH:19]=[CH:20][CH:21]=[CH:22][C:5]=2[N:4]=1)[CH3:2]. Conditions: time 4 hour. The product is C(C)C1=NC2=C(N1C1=CC=C(C=C1)CCN)C=CC=C2 (2-[4-(2-Ethyl-1H-benzimidazol-1-yl)phenyl]ethylamine). Run in CO (methanol). The reactants are BrCc1ccccc1, O=C([O-])[O-], CN(C)C=O, CC(NC(=O)C(F)(F)F)C(O)c1ccc(O)c([N+](=O)[O-])c1, [K+], [K+]. The product is CC(NC(=O)C(F)(F)F)C(O)c1ccc(OCc2ccccc2)c([N+](=O)[O-])c1. As a reaction SMILES: [Br:1][CH2:2][c:3]1[cH:4][cH:5][cH:6][cH:7][cH:8]1.[C:30](=[O:31])([O-:32])[O-:33].[CH3:36][N:37]([CH3:38])[CH:39]=[O:40].[F:9][C:10]([C:11](=[O:12])[NH:13][CH:14]([CH:15]([c:16]1[cH:17][c:18]([N+:23](=[O:24])[O-:25])[c:19]([OH:22])[cH:20][cH:21]1)[OH:26])[CH3:27])([F:28])[F:29].[K+:34].[K+:35]>>[CH2:2]([c:3]1[cH:4][cH:5][cH:6][cH:7][cH:8]1)[O:22][c:19]1[c:18]([N+:23](=[O:24])[O-:25])[cH:17][c:16]([CH:15]([CH:14]([NH:13][C:11]([C:10]([F:9])([F:28])[F:29])=[O:12])[CH3:27])[OH:26])[cH:21][cH:20]1.